This data is from the Open Reaction Database (ORD), a public repository of structured organic reaction records. The task is: describe an organic reaction: reactants, conditions, products, and yield The reactants are CCCCNC(=O)C=CC(CC1OC(C)(C)N(C(=O)OC(C)(C)C)C1CC1CCCCC1)C(C)C, CO, Cl. The product is CCCCNC(=O)C=CC(CC(O)C(N)CC1CCCCC1)C(C)C. As a reaction SMILES: [CH2:1]([CH2:2][CH2:3][CH3:4])[NH:5][C:6](=[O:7])[CH:8]=[CH:9][CH:10]([CH2:11][CH:12]1[CH:13]([CH2:26][CH:27]2[CH2:28][CH2:29][CH2:30][CH2:31][CH2:32]2)[N:14]([C:19]([O:20][C:21]([CH3:22])([CH3:23])[CH3:24])=[O:25])[C:15]([CH3:17])([CH3:18])[O:16]1)[CH:33]([CH3:34])[CH3:35].[CH3:37][OH:38].[ClH:36]>>[CH2:1]([CH2:2][CH2:3][CH3:4])[NH:5][C:6](=[O:7])[CH:8]=[CH:9][CH:10]([CH2:11][CH:12]([CH:13]([NH2:14])[CH2:26][CH:27]1[CH2:28][CH2:29][CH2:30][CH2:31][CH2:32]1)[OH:16])[CH:33]([CH3:34])[CH3:35]. The reactants are CN(C(CSC(C)C1=CC=C(C=C1)C1=C(C=CC=C1)F)=O)C ([1-(2'-fluoro-4 -biphenylyl)-ethylthio]-acetic acid dimethylamide), OO (hydrogen peroxide), C1(=CC=CC=C1)C (toluene). The solvent is C(C)(=O)O (acetic acid). Yields the product CN(C(CS(=O)C(C)C1=CC=C(C=C1)C1=C(C=CC=C1)F)=O)C ([1-(2'-fluoro-4-biphenylyl)-ethylsulfinyl]-acetic acid dimethylamide). Yield: 57.0%. As a reaction SMILES: [CH3:1][N:2]([CH3:22])[C:3](=[O:21])[CH2:4][S:5][CH:6]([C:8]1[CH:13]=[CH:12][C:11]([C:14]2[CH:19]=[CH:18][CH:17]=[CH:16][C:15]=2[F:20])=[CH:10][CH:9]=1)[CH3:7].[OH:23]O.C1(C)C=CC=CC=1>C(O)(=O)C>[CH3:22][N:2]([CH3:1])[C:3](=[O:21])[CH2:4][S:5]([CH:6]([C:8]1[CH:13]=[CH:12][C:11]([C:14]2[CH:19]=[CH:18][CH:17]=[CH:16][C:15]=2[F:20])=[CH:10][CH:9]=1)[CH3:7])=[O:23]. Procedure details: The difficultly soluble isomer of [1-(2'-fluoro-4-biphenylyl)-ethylsulfinyl]-acetic acid dimethylamide was prepared analogous to Example 51 from [1-(2'-fluoro-4 -biphenylyl)-ethylthio]-acetic acid dimethylamide by oxidation with hydrogen peroxide in glacial acetic acid. Yield: 57% of theory; m.p. 131°-133° C (from toluene) Starting materials: OC1=C(CN(C1=O)CCCCC)C(=O)OC(C)(C)C (1,1-Dimethylethyl 2,5-dihydro-4-hydroxy-5-oxo-1-pentyl-1H-pyrrole-3-carboxylate), Cl.NO (hydroxylamine hydrochloride). Run in N1=CC=CC=C1 (pyridine). Reaction conditions: time 36 hour. Product: ON=C1C(CN(C1=O)CCCCC)C(=O)OC(C)(C)C (1,1-Dimethylethyl 4-(hydroxyimino)-5-oxo-1-pentyl-3-pyrrolidine carboxylate). The yield is 89.2%. RXN SMILES: O[C:2]1[C:6](=[O:7])[N:5]([CH2:8][CH2:9][CH2:10][CH2:11][CH3:12])[CH2:4][C:3]=1[C:13]([O:15][C:16]([CH3:19])([CH3:18])[CH3:17])=[O:14].Cl.[NH2:21][OH:22]>N1C=CC=CC=1>[OH:22][N:21]=[C:2]1[C:6](=[O:7])[N:5]([CH2:8][CH2:9][CH2:10][CH2:11][CH3:12])[CH2:4][CH:3]1[C:13]([O:15][C:16]([CH3:19])([CH3:18])[CH3:17])=[O:14] |f:1.2|. Procedure: To a mechanically stirred solution of the title compound of Example F (17.5 g, 0.065 mol) in 60 ml of pyridine was added hydroxylamine hydrochloride (5.41 g, 0.078 mol) and resulting solution was stirred for 36 h. Evaporation of the solvent afforded a light yellow oil which was chromatographed on silica gel eluting with 3% EtOH/CH2Cl2 to give the title compound (16.48 g, 89%) as a white solid: Anal calcd for C14H24N2O4 : C, 59.14, H, 8.51; N, 9.85. Found C, 58.91; H, 8.48; N, 9.71. MS calcd for ... As a reaction SMILES: [C:1]1([CH2:7][C:8]([NH:10][C@@H:11]2[C:38](=[O:39])[N:13]3[C:14]([C:26]([O:28][CH2:29][C:30]4[CH:35]=[CH:34][C:33]([O:36][CH3:37])=[CH:32][CH:31]=4)=[O:27])=[C:15](OS(C(F)(F)F)(=O)=O)[CH2:16][S:17][C@H:12]23)=[O:9])[CH:6]=[CH:5][CH:4]=[CH:3][CH:2]=1.[CH3:40][C:41]#[C:42][CH3:43].C(N(C(C)C)CC)(C)C>ClCCl>[CH3:40][C:41]1[C:15]2[C@H:16]([C:42]=1[CH3:43])[S:17][C@H:12]1[N:13]([C:38](=[O:39])[C@H:11]1[NH:10][C:8](=[O:9])[CH2:7][C:1]1[CH:2]=[CH:3][CH:4]=[CH:5][CH:6]=1)[C:14]=2[C:26]([O:28][CH2:29][C:30]1[CH:35]=[CH:34][C:33]([O:36][CH3:37])=[CH:32][CH:31]=1)=[O:27]. Isolated yield 56.8%. The solvent is ClCCl (dichloromethane). Reported procedure: A solution of p-methoxybenzyl (6R,7R)-7-phenylacetamido-3-(trifluoromethyl-sulphonyloxy)ceph-3-em-4-carboxylate (60 mg, 0.102 mmol) in dichloromethane (10 ml) was cooled to 0° C., 2-Butyne (1.2 ml, 15.3 mmol) was added followed by diisopropylethylamine (18 μl, 0.102 mmol). The mixture was stirred and allowed to warm to room temperature over 15 min. Chromatography gave the title compound (28.4 mg, 57%), (Found: M+, 490.1562. C27H26N2O5S requires M, 490.1562); νmax (CH2Cl2) 1783, 1716, 1684 cm-1 ;... Yields the product CC=1C2=C(N3C([C@H]([C@H]3S[C@H]2C1C)NC(CC1=CC=CC=C1)=O)=O)C(=O)OCC1=CC=C(C=C1)OC (p-Methoxybenzyl (6S,8R,9R)-4,5-dimethyl-10-oxo-9-phenylacetamido-7-thia-1-azatricyclo [6.2.0.03,6 ]deca-2,4-diene-2-carboxylate). Reactants: CC#CC (2-Butyne), C1(=CC=CC=C1)CC(=O)N[C@H]1[C@@H]2N(C(=C(CS2)OS(=O)(=O)C(F)(F)F)C(=O)OCC2=CC=C(C=C2)OC)C1=O (p-methoxybenzyl (6R,7R)-7-phenylacetamido-3-(trifluoromethyl-sulphonyloxy)ceph-3-em-4-carboxylate), C(C)(C)N(CC)C(C)C (diisopropylethylamine). Yield: 100.4%. Product: Cl.N[C@H]1[C@@H]2N(C(=C(CS2)C[N+]=2N(C(=CC2)NC=O)C)C(=O)[O-])C1=O (7β-amino-3-(3-formamido-2-methyl-1-pyrazolio)methyl-3-cephem-4-carboxylate hydrochloride). Procedure: To a solution of benzhydryl 7β-(2-hydroxybenzylideneamino)-3-(3-formamido-2-methyl-1-pyrazolio)methyl-3-cephem-4-carboxylate iodide (170 g) in methylene chloride and formic acid was added 35% hydrochloric acid (24.65 g). The mixture was stirred for 3 hours at 25°~30° C. and added dropwise into the mixture of acetone (1700 ml) and ethyl acetate (3400 ml). The resulting precipitate was collected by filtration and dried in vacuo to give 7β-amino-3-(3-formamido-2-methyl-1-pyrazolio)methyl-3-cephem-4... Starting materials: [I-].OC1=C(C=N[C@H]2[C@@H]3N(C(=C(CS3)C[N+]=3N(C(=CC3)NC=O)C)C(=O)OC(C3=CC=CC=C3)C3=CC=CC=C3)C2=O)C=CC=C1 (benzhydryl 7β-(2-hydroxybenzylideneamino)-3-(3-formamido-2-methyl-1-pyrazolio)methyl-3-cephem-4-carboxylate iodide), Cl (hydrochloric acid), CC(=O)C (acetone), C(C)(=O)OCC (ethyl acetate). As a reaction SMILES: [I-].OC1C=CC=CC=1C=[N:6][C@@H:7]1[C:40](=[O:41])[N:9]2[C:10]([C:24]([O:26]C(C3C=CC=CC=3)C3C=CC=CC=3)=[O:25])=[C:11]([CH2:14][N+:15]3[N:16]([CH3:23])[C:17]([NH:20][CH:21]=[O:22])=[CH:18][CH:19]=3)[CH2:12][S:13][C@H:8]12.[ClH:46].CC(C)=O.C(OCC)(=O)C>C(Cl)Cl.C(O)=O>[ClH:46].[NH2:6][C@@H:7]1[C:40](=[O:41])[N:9]2[C:10]([C:24]([O-:26])=[O:25])=[C:11]([CH2:14][N+:15]3[N:16]([CH3:23])[C:17]([NH:20][CH:21]=[O:22])=[CH:18][CH:19]=3)[CH2:12][S:13][C@H:8]12 |f:0.1,7.8|. Conditions: time 3 hour. The solvent is C(Cl)Cl (methylene chloride), C(=O)O (formic acid). The reactants are 72, C(C(=O)Cl)(=O)Cl (ethanedioyl dichloride), ClCCl (dichloromethane), CS(=O)C (dimethyl sulfoxide), 97, CC1=CC(=CC2=C1CCC(O2)CO)C (3,4-dihydro-5,7-dimethyl-2H-1-benzopyran-2-methanol), ClCCl (dichloromethane). Run in C(C)N(CC)CC (N,N-diethylethanamine), O (water). Reaction conditions: time 10 minute. Yields the product 58, CC1=CC(=CC2=C1CCC(O2)C=O)C (3,4-dihydro-5,7-dimethyl-2H-1-benzopyran-2-carboxaldehyde). The yield is 72.0%. RXN SMILES: C(Cl)(=O)C(Cl)=O.ClCCl.CS(C)=O.[CH3:14][C:15]1[C:20]2[CH2:21][CH2:22][CH:23]([CH2:25][OH:26])[O:24][C:19]=2[CH:18]=[C:17]([CH3:27])[CH:16]=1>O.C(N(CC)CC)C>[CH3:14][C:15]1[C:20]2[CH2:21][CH2:22][CH:23]([CH:25]=[O:26])[O:24][C:19]=2[CH:18]=[C:17]([CH3:27])[CH:16]=1. Procedure: To a stirred solution of 72 parts of ethanedioyl dichloride in 650 parts of dichloromethane were added, during a period of 10 minutes, 83.5 parts of dimethyl sulfoxide at -60° C. and under nitrogen atmosphere. After stirring for 10 minutes, a solution of 97 parts of 3,4-dihydro-5,7-dimethyl-2H-1-benzopyran-2-methanol in 130 parts of dichloromethane was added during a 5 minutes period. The whole was stirred for 15 minutes and 242.9 parts of N,N-diethylethanamine were added. The reaction mixture w... The reactants are 1,2-{(5,6-dihydro-5,11-diketo-11H-indeno[1,2-c]isoquinoline)-(6-propyl-tert-BOCamino)}ethane, NCCCNCCNCCCN (N,N′-Bis(3-aminopropyl)-1,2-ethanediamine), C1=CC=CC2=C1C1=C(OC2=O)C=2C=CC=CC2C1=O (Benz[d]indeno[1,2-b]pyran-5,11-dione). Solvent: C(Cl)(Cl)Cl (CHCl3). Yields the product C1=C2C=C3C(=C4C=CN=CC4=C4C3=C3C=CC=CC3=C4)C2=CC=C1 (bisindenoisoquinoline). Reaction SMILES: NCCCN[CH2:6][CH2:7][NH:8][CH2:9][CH2:10][CH2:11]N.C1C2[C:19]3[C:30](=O)[C:29]4[CH:28]=[CH:27][CH:26]=[CH:25][C:24]=4[C:20]=3OC(=O)C=2C=CC=1>C(Cl)(Cl)Cl>[CH:25]1[CH:26]=[CH:27][CH:28]=[C:29]2[C:24]=1[CH:20]=[C:19]1[C:24]3=[C:20]4[C:27](=[CH:26][C:25]3=[C:6]3[C:11]([CH:10]=[CH:9][N:8]=[CH:7]3)=[C:30]12)[CH:28]=[CH:29][CH:30]=[CH:19]4. Procedure: Bis-1,2-{(5,6-dihydro-5,11-diketo-11H-indeno[1,2-c]isoquinoline)-(6-propyl-tert-BOCamino)}ethane (13b), N,N′-Bis(3-aminopropyl)-1,2-ethanediamine (11h) (0.16 g, 0.85 mmol) was added to a stirred solution of indenobenzopyran 4d (0.46 g, 1.87 mmol) in CHCl3 (150 mL) and the reaction mixture was stirred under reflux for 72 h, providing bisindenoisoquinoline 12 h as a crude intermediate. Upon allowing the reaction mixture to cool to room temperature, Et3N (0.6 mL, 4.24 mmol) and Boc2O (0.56 g, 2.60 ... Product: N#CC1(N)CCc2cccc(Cl)c2C1. As a reaction SMILES: [CH3:18][OH:19].[Cl-:16].[Cl:1][c:2]1[cH:3][cH:4][cH:5][c:6]2[c:11]1[CH2:10][C:9](=[O:12])[CH2:8][CH2:7]2.[K:13][C:14]#[N:15].[NH4+:17].[OH2:20]>>[Cl:1][c:2]1[cH:3][cH:4][cH:5][c:6]2[c:11]1[CH2:10][C:9]([C:14]#[N:15])([NH2:17])[CH2:8][CH2:7]2. Starting materials: CO, [Cl-], O=C1CCc2cccc(Cl)c2C1, N#C[K], [NH4+], O. Starting materials: C(C1=CC=CC=C1)O[C@H]1[C@@H](O[C@@H]([C@H]([C@@H]1OCC1=CC=CC=C1)OCC1=CC=CC=C1)COCC1=CC=CC=C1)C1=CN(C2=C(C=CC=C12)Cl)CC1=CC=C(C=C1)CCO (3-(2,3,4,6-tetra-O-benzyl-β-D-glucopyranosyl)-7-chloro-1-[4-(2-hydroxyethyl)benzyl]-1H-indole), [H-].[Na+] (sodium hydride), CI (methyl iodide), O (water). The solvent is CN(C=O)C (N,N-dimethylformamide), O1CCCC1 (tetra hydrofuran). Conditions: time 15 minute. The product is C(C1=CC=CC=C1)O[C@H]1[C@@H](O[C@@H]([C@H]([C@@H]1OCC1=CC=CC=C1)OCC1=CC=CC=C1)COCC1=CC=CC=C1)C1=CN(C2=C(C=CC=C12)Cl)CC1=CC=C(C=C1)CCOC (3-(2,3,4,6-tetra-O-benzyl-β-D-glucopyranosyl)-7-chloro-1-[4-(2-methoxy-ethyl)benzyl]-1H-indole). Reaction SMILES: [CH2:1]([O:8][C@@H:9]1[C@@H:14]([O:15][CH2:16][C:17]2[CH:22]=[CH:21][CH:20]=[CH:19][CH:18]=2)[C@H:13]([O:23][CH2:24][C:25]2[CH:30]=[CH:29][CH:28]=[CH:27][CH:26]=2)[C@@H:12]([CH2:31][O:32][CH2:33][C:34]2[CH:39]=[CH:38][CH:37]=[CH:36][CH:35]=2)[O:11][C@H:10]1[C:40]1[C:48]2[C:43](=[C:44]([Cl:49])[CH:45]=[CH:46][CH:47]=2)[N:42]([CH2:50][C:51]2[CH:56]=[CH:55][C:54]([CH2:57][CH2:58][OH:59])=[CH:53][CH:52]=2)[CH:41]=1)[C:2]1[CH:7]=[CH:6][CH:5]=[CH:4][CH:3]=1.[H-].[Na+].[CH3:62]I.O>CN(C)C=O.O1CCCC1>[CH2:1]([O:8][C@@H:9]1[C@@H:14]([O:15][CH2:16][C:17]2[CH:22]=[CH:21][CH:20]=[CH:19][CH:18]=2)[C@H:13]([O:23][CH2:24][C:25]2[CH:30]=[CH:29][CH:28]=[CH:27][CH:26]=2)[C@@H:12]([CH2:31][O:32][CH2:33][C:34]2[CH:39]=[CH:38][CH:37]=[CH:36][CH:35]=2)[O:11][C@H:10]1[C:40]1[C:48]2[C:43](=[C:44]([Cl:49])[CH:45]=[CH:46][CH:47]=2)[N:42]([CH2:50][C:51]2[CH:56]=[CH:55][C:54]([CH2:57][CH2:58][O:59][CH3:62])=[CH:53][CH:52]=2)[CH:41]=1)[C:2]1[CH:3]=[CH:4][CH:5]=[CH:6][CH:7]=1 |f:1.2|. Procedure: To a solution of 3-(2,3,4,6-tetra-O-benzyl-β-D-glucopyranosyl)-7-chloro-1-[4-(2-hydroxyethyl)benzyl]-1H-indole (0.13 g) in N,N-dimethylformamide (3 mL) was added 55% sodium hydride (9 mg) under ice-cooling, and the mixture was stirred at the same temperature for 15 minutes. To this mixture was added a solution of methyl iodide (0.020 mL) in tetra hydrofuran (1 mL) at the same temperature, and the mixture was stirred at the same temperature for 15 minutes, and stirred at room temperature for 1 ho...